This data is from the Open Reaction Database (ORD), a public repository of structured organic reaction records. The task is: describe an organic reaction: reactants, conditions, products, and yield The reactants are S(=O)(Cl)Cl (thionyl chloride), CN1C(=NC(=C1SC1=CC(=CC(=C1)C)C)CO)C ([1,2-dimethyl-5-(3,5-dimethylphenylthio)-1H-imidazol-4-yl]methanol). Run at temperature 70 celsius. Product: ClCC=1N=C(N(C1SC1=CC(=CC(=C1)C)C)C)C (4-chloromethyl-1,2-dimethyl-5-(3,5-dimethylphenylthio)imidazole), oil. Isolated yield 73.0%. RXN SMILES: S(Cl)([Cl:3])=O.[CH3:5][N:6]1[C:10]([S:11][C:12]2[CH:17]=[C:16]([CH3:18])[CH:15]=[C:14]([CH3:19])[CH:13]=2)=[C:9]([CH2:20]O)[N:8]=[C:7]1[CH3:22]>>[Cl:3][CH2:20][C:9]1[N:8]=[C:7]([CH3:22])[N:6]([CH3:5])[C:10]=1[S:11][C:12]1[CH:17]=[C:16]([CH3:18])[CH:15]=[C:14]([CH3:19])[CH:13]=1. Procedure details: To 19 ml of thionyl chloride was added 370 mg (1.4 mmol) of [1,2-dimethyl-5-(3,5-dimethylphenylthio)-1H-imidazol-4-yl]methanol (42b), and the mixture was heated at 70° C. for 3 hours. The reaction mixture was concentrated under reduced pressure. Ice-water and then a saturated aqueous sodium hydrogen carbonate solution were added to the reaction mixture to neutralize, and extracted with diethyl ether. The organic layer was washed with water and dried over sodium sulfate, and the solvent was conce... The reactants are C(=O)(O)[O-].[Na+] (NaHCO3), FC1(CN(CCC1(O)O)C(=O)OC(C)(C)C)F (tert-Butyl 3,3-difluoro-4,4-dihydroxypiperidine-1-carboxylate), Cl (HCl), [BH4-].[Na+] (sodium borohydride). Solvent: CCO (EtOH). Conditions: time 3 hour. Yields the product FC1(CN(CCC1O)C(=O)OC(C)(C)C)F (tert-butyl 3,3-difluoro-4-hydroxypiperidine-1-carboxylate). The yield is 48.0%. RXN SMILES: [F:1][C:2]1([F:17])[C:7](O)([OH:8])[CH2:6][CH2:5][N:4]([C:10]([O:12][C:13]([CH3:16])([CH3:15])[CH3:14])=[O:11])[CH2:3]1.[BH4-].[Na+].Cl.C([O-])(O)=O.[Na+]>CCO>[F:17][C:2]1([F:1])[CH:7]([OH:8])[CH2:6][CH2:5][N:4]([C:10]([O:12][C:13]([CH3:15])([CH3:14])[CH3:16])=[O:11])[CH2:3]1 |f:1.2,4.5|. Reported procedure: tert-Butyl 3,3-difluoro-4,4-dihydroxypiperidine-1-carboxylate (3.10 g, 12.2 mmol) was dissolved in 95% EtOH (50 mL) and the solution was treated with sodium borohydride (2.32 g, 61.2 mmol) and stirred at ambient temperature for 3 hours. The reaction was treated dropwise with 3N HCl until vigorous gas evolution ceased, then stirred at ambient temperature for 20 minutes (pH of the mixture was 3-4 at this point). The reaction was neutralized with saturated NaHCO3 and concentrated in vacuo. The resi... Starting materials: ClC1=NC=2N3C(C(N(C2C=N1)CC1CC1)=O)(COCC3)C (2-chloro-5-(cyclopropylmethyl)-6a-methyl-6a,7,9,10-tetrahydro-[1,4]oxazino[3,4-h]pteridin-6(5H)-one), CNC(=O)NC1=CC=C(C=C1)B1OC(C(O1)(C)C)(C)C (1-methyl-3-(4-(4,4,5,5-tetramethyl-1,3,2-dioxaborolan-2-yl)phenyl)urea), C(=O)(O)[O-].[Na+] (NaHCO3), O.C(C)#N (water acetonitrile), NH4HCO3. Reagents/catalysts: C1=CC=C(C=C1)P([C-]2C=CC=C2)C3=CC=CC=C3.C1=CC=C(C=C1)P([C-]2C=CC=C2)C3=CC=CC=C3.Cl[Pd]Cl.[Fe+2] (PdCl2(dppf)). Solvent: O1CCOCC1 (1,4-dioxane), O (water), CC(=O)O (AcOH), O (water). Product: C1(CC1)CN1C=2C=NC(=NC2N2C(C1=O)(COCC2)C)C2=CC=C(C=C2)NC(=O)NC (1-(4-(5-(cyclopropylmethyl)-6a-methyl-6-oxo-5,6,6a,7,9,10-hexahydro-[1,4]oxazino[3,4-h]pteridin-2-yl)phenyl)-3-methylurea). The yield is 44.9%. As a reaction SMILES: Cl[C:2]1[N:11]=[CH:10][C:9]2[N:8]([CH2:12][CH:13]3[CH2:15][CH2:14]3)[C:7](=[O:16])[C:6]3([CH3:21])[CH2:17][O:18][CH2:19][CH2:20][N:5]3[C:4]=2[N:3]=1.[CH3:22][NH:23][C:24]([NH:26][C:27]1[CH:32]=[CH:31][C:30](B2OC(C)(C)C(C)(C)O2)=[CH:29][CH:28]=1)=[O:25].C([O-])(O)=O.[Na+].O.C(#N)C>O.C1C=CC(P(C2C=CC=CC=2)[C-]2C=CC=C2)=CC=1.C1C=CC(P(C2C=CC=CC=2)[C-]2C=CC=C2)=CC=1.Cl[Pd]Cl.[Fe+2].CC(O)=O.O1CCOCC1>[CH:13]1([CH2:12][N:8]2[C:7](=[O:16])[C:6]3([CH3:21])[CH2:17][O:18][CH2:19][CH2:20][N:5]3[C:4]3[N:3]=[C:2]([C:30]4[CH:29]=[CH:28][C:27]([NH:26][C:24]([NH:23][CH3:22])=[O:25])=[CH:32][CH:31]=4)[N:11]=[CH:10][C:9]2=3)[CH2:15][CH2:14]1 |f:2.3,4.5,7.8.9.10|. Reported procedure: To a microwave vial equipped with a magnetic stirrer was added 2-chloro-5-(cyclopropylmethyl)-6a-methyl-6a,7,9,10-tetrahydro-[1,4]oxazino[3,4-h]pteridin-6(5H)-one (88 mg, 0.285 mmol), 1,4-dioxane (2 ml), 1-methyl-3-(4-(4,4,5,5-tetramethyl-1,3,2-dioxaborolan-2-yl)phenyl)urea (118 mg, 0.428 mmol), NaHCO3 (saturated, 0.491 mL), and PdCl2(dppf) (209 mg, 0.285 mmol). The reaction was irradiated in the microwave at 100° C. for 40 min. The reaction solution was then poured into water, extracted with et... The reactants are C(C(=C)C)(=O)OC (methyl methacrylate), C(CS)(=O)O (thioglycolic acid), C(C(=C)C)(=O)OCC1CO1 (glycidyl methacrylate), CN(C)CCCCCCCCCCCC (N,N-dimethyldodecylamine), C(C)(C)(C)C1=C(O)C=CC(=C1)O (tert-butylhydroquinone), CC(C)(C#N)N=NC(C)(C)C#N (AIBN). Solvent: C1(=CC=CC=C1)C (toluene). Yields the product COC1=C(C=CC2=C1C(=O)OC2)O (MA-2). Reaction SMILES: [C:1]([O:6][CH3:7])(=[O:5])[C:2]([CH3:4])=[CH2:3].[C:8](O)(=[O:11])CS.CC(N=NC(C#N)(C)C)(C#N)C.[C:25](OCC1OC1)(=[O:29])[C:26](C)=[CH2:27].CN(CCCCCCCCCCCC)C.C(C1C=C(O)C=CC=1O)(C)(C)C>C1(C)C=CC=CC=1>[CH3:8][O:11][C:4]1[C:2]2[C:1]([O:6][CH2:7][C:3]=2[CH:27]=[CH:26][C:25]=1[OH:29])=[O:5]. Reported procedure: A mixed solution of 95 g of methyl methacrylate, 5 g of thioglycolic acid, and 200 g of toluene was heated to 70° C. with stirring under nitrogen gas stream. To the mixture was added 1.5 g of AIBN to conduct a reaction for 8 hours. To the reaction mixture were added 7.5 g of glycidyl methacrylate, 1.0 g of N,N-dimethyldodecylamine, and 0.8 g of tert-butylhydroquinone, followed by stirring at 100° C. for 12 hours. After cooling, the reaction mixture was reprecipitated from 2 l of methanol to obta... Starting materials: Cc1cnc(S(C)(=O)=O)nc1-c1cccs1, Cc1ccccc1, ClCCl, NCCN1CCNC1=O. Product: Cc1cnc(NCCN2CCNC2=O)nc1-c1cccs1. As a reaction SMILES: [CH3:1][c:2]1[c:3](-[c:12]2[s:13][cH:14][cH:15][cH:16]2)[n:4][c:5]([S:8]([CH3:9])(=[O:10])=[O:11])[n:6][cH:7]1.[CH3:26][c:27]1[cH:28][cH:29][cH:30][cH:31][cH:32]1.[Cl:33][CH2:34][Cl:35].[NH2:17][CH2:18][CH2:19][N:20]1[C:21](=[O:25])[NH:22][CH2:23][CH2:24]1>>[CH3:1][c:2]1[c:3](-[c:12]2[s:13][cH:14][cH:15][cH:16]2)[n:4][c:5]([NH:17][CH2:18][CH2:19][N:20]2[C:21](=[O:25])[NH:22][CH2:23][CH2:24]2)[n:6][cH:7]1. The reactants are CCOC(=O)C(C)Br, [H-], O=[N+]([O-])c1ccc2cn[nH]c2c1, [Na+], CN(C)C=O, O. Yields the product CCOC(=O)C(C)n1ncc2ccc([N+](=O)[O-])cc21. RXN SMILES: [Br:15][CH:16]([C:17](=[O:18])[O:19][CH2:20][CH3:21])[CH3:22].[H-:13].[N+:1](=[O:2])([O-:3])[c:4]1[cH:5][cH:6][c:7]2[cH:8][n:9][nH:10][c:11]2[cH:12]1.[Na+:14].[O:24]=[CH:25][N:26]([CH3:27])[CH3:28].[OH2:23]>>[N+:1](=[O:2])([O-:3])[c:4]1[cH:5][cH:6][c:7]2[cH:8][n:9][n:10]([CH:16]([C:17](=[O:18])[O:19][CH2:20][CH3:21])[CH3:22])[c:11]2[cH:12]1. The reactants are C(C)(C)(C)OC1=C(CNCC2=NC=CC=C2)C=CC=C1 (N-(2-tert-butoxybenzyl)-1-(pyridin-2-yl)methanamine), C(=O)([O-])[O-].[K+].[K+] (K2CO3), BrCCCCCCBr (1,6-dibromohexane). Yields the product BrCCCCCCN(CC1=NC=CC=C1)CC1=C(C=CC=C1)OC(C)(C)C (6-bromo-N-(2-tert-butoxybenzyl)-N-(pyridin-2-ylmethyl)hexan-1-amine), oil. Yield: 73.0%. Reaction SMILES: [C:1]([O:5][C:6]1[CH:20]=[CH:19][CH:18]=[CH:17][C:7]=1[CH2:8][NH:9][CH2:10][C:11]1[CH:16]=[CH:15][CH:14]=[CH:13][N:12]=1)([CH3:4])([CH3:3])[CH3:2].[Br:21][CH2:22][CH2:23][CH2:24][CH2:25][CH2:26][CH2:27]Br.C([O-])([O-])=O.[K+].[K+]>>[Br:21][CH2:22][CH2:23][CH2:24][CH2:25][CH2:26][CH2:27][N:9]([CH2:8][C:7]1[CH:17]=[CH:18][CH:19]=[CH:20][C:6]=1[O:5][C:1]([CH3:4])([CH3:2])[CH3:3])[CH2:10][C:11]1[CH:16]=[CH:15][CH:14]=[CH:13][N:12]=1 |f:2.3.4|. Reported procedure: Compound 10 was synthesized with 9 (2 g, 8.84 mmol), using 1,6-dibromohexane (30 g, 130 mmol) and K2CO3 (1.22 g, 8.84 mmol) following a procedure analogous to that described for 2. Purification was carried out on a silica gel TLC plate that was developed in with a 1% methanolic NH3 (7 M NH3 in methanol/99% CH2Cl2. The product was isolated as pale yellow oil (73%).δ 1H NMR (CDCl3) δ 8.491 (dd, 1H, Ar), 7.630 (t, 1H, Ar), 7.565 (t, 2H, Ar), 7.120 (t, 2H, Ar), 7.020 (t, 2H, Ar), 3.740 (s, 2H, —CH2—... Reactants: Cc1nc(Oc2ccccc2)c([N+](=O)[O-])c(NCCOCCCc2nccs2)c1C, Cc1ccccc1. Product: Cc1nc(Oc2ccccc2)c(N)c(NCCOCCCc2nccs2)c1C. RXN SMILES: [CH3:1][c:2]1[n:3][c:4]([O:24][c:25]2[cH:26][cH:27][cH:28][cH:29][cH:30]2)[c:5]([N+:21]([O-:22])=[O:23])[c:6]([NH:9][CH2:10][CH2:11][O:12][CH2:13][CH2:14][CH2:15][c:16]2[s:17][cH:18][cH:19][n:20]2)[c:7]1[CH3:8].[CH3:31][c:32]1[cH:33][cH:34][cH:35][cH:36][cH:37]1>>[CH3:1][c:2]1[n:3][c:4]([O:24][c:25]2[cH:26][cH:27][cH:28][cH:29][cH:30]2)[c:5]([NH2:21])[c:6]([NH:9][CH2:10][CH2:11][O:12][CH2:13][CH2:14][CH2:15][c:16]2[s:17][cH:18][cH:19][n:20]2)[c:7]1[CH3:8]. Reactants: COC1=NC2=CC=C(C=C2N=C1NC(OCC)=O)OC (Ethyl N-(2,6-dimethoxyquinoxalin-3-yl)carbamate), C1(=CC=CC=C1)N1CCNCC1 (1-phenylpiperazine), C1CCC2=NCCCN2CC1 (DBU). Solvent: O1CCCC1 (tetrahydrofuran). Reaction conditions: temperature 70 celsius, time 7 hour. Yields the product COC1=NC2=CC=C(C=C2N=C1NC(=O)N1CCN(CC1)C1=CC=CC=C1)OC (1-[(2,6-Dimethoxyquinoxalin-3-yl)aminocarbonyl]-4-phenylpiperazine). Yield: 91.5%. RXN SMILES: [CH3:1][O:2][C:3]1[C:12]([NH:13][C:14](=[O:18])OCC)=[N:11][C:10]2[C:5](=[CH:6][CH:7]=[C:8]([O:19][CH3:20])[CH:9]=2)[N:4]=1.[C:21]1([N:27]2[CH2:32][CH2:31][NH:30][CH2:29][CH2:28]2)[CH:26]=[CH:25][CH:24]=[CH:23][CH:22]=1.C1CCN2C(=NCCC2)CC1>O1CCCC1>[CH3:1][O:2][C:3]1[C:12]([NH:13][C:14]([N:30]2[CH2:31][CH2:32][N:27]([C:21]3[CH:26]=[CH:25][CH:24]=[CH:23][CH:22]=3)[CH2:28][CH2:29]2)=[O:18])=[N:11][C:10]2[C:5](=[CH:6][CH:7]=[C:8]([O:19][CH3:20])[CH:9]=2)[N:4]=1. Reported procedure: Ethyl N-(2,6-dimethoxyquinoxalin-3-yl)carbamate (28 mg, 0.10 mmol) and 1-phenylpiperazine (24 mg, 0.15 mmol) were dissolved in tetrahydrofuran (2 ml) at room temperature and thereto DBU (23 mg, 0.15 mmol) was added. The resulting mixture was stirred at 70° C. for 7 hours and concentrated under the reduced pressure to remove the solvent, and purified by SiO2 column chromatography. Extraction of the residue with a n-hexane:ethyl acetate (2:1) mixture and concentration gave 36 mg of the titled comp... Starting materials: [Si](C)(C)(C(C)(C)C)OCCC=1N=CN(C1)C(C1=CC=CC=C1)(C1=CC=CC=C1)C1=CC=CC=C1 (4-[2-(tert-Butyldimethylsilanyloxy)ethyl]-1-trityl-1H-imidazole), BrCC1=C(C=C(C#N)C=C1)Cl (4-bromomethyl-3-chlorobenzonitrile), CO (MeOH), N(CC)CC (Et2NH). The solvent is CC#N (MeCN). Run at temperature 80 celsius. Yields the product ClC=1C=C(C#N)C=CC1 (3-chlorobenzonitrile). As a reaction SMILES: [Si](OCCC1N=CN(C(C2C=CC=CC=2)(C2C=CC=CC=2)C2C=CC=CC=2)C=1)(C(C)(C)C)(C)C.BrC[C:37]1[CH:44]=[CH:43][C:40]([C:41]#[N:42])=[CH:39][C:38]=1[Cl:45].CO.N(CC)CC>CC#N>[Cl:45][C:38]1[CH:39]=[C:40]([CH:43]=[CH:44][CH:37]=1)[C:41]#[N:42]. Reported procedure: 4-[2-(tert-Butyldimethylsilanyloxy)ethyl]-1-trityl-1H-imidazole (3.98 g, 8.5 mmol) and 4-bromomethyl-3-chlorobenzonitrile (2.93 g, 12.7 mmol) are dissolved in MeCN (40 mL) and heated at 80° C. for 5 h. After cooling to room temperature MeOH (40 mL) and Et2NH (7 mL) are then added and the solution is warmed 70° C. for 1 h. The solution is evaporated to dryness and the residue purified via flash column chromatography (acetone/CH2Cl2 1:3→MeOH/CH2Cl2 5:95) to give 4-{5-[2-tert-butyl-dimethylsilanylo...